The task is: describe an organic reaction: reactants, conditions, products, and yield. This data is from the Open Reaction Database (ORD), a public repository of structured organic reaction records. Procedure details: Synthesized from ethyl[2-(6-methoxy-1,2,3,4-tetrahydronaphthalen-2-yl)phenyl]amine and 4-(2-azepan-1-ylethoxy)benzoic acid hydrochloride according to an analogous synthetic method to Example 152, [4-(2-azepan-1-ylethoxy)benzyl]ethyl[2-(6-methoxy-1,2,3,4-tetrahydronaphthalen-2-yl)phenyl]amine (504 mg) was used according to an analogous synthetic method to Example 111 to provide the title compound (394 mg). Reaction SMILES: [CH2:1]([NH:3][C:4]1[CH:9]=[CH:8][CH:7]=[CH:6][C:5]=1[CH:10]1[CH2:19][CH2:18][C:17]2[C:12](=[CH:13][CH:14]=[C:15]([O:20]C)[CH:16]=2)[CH2:11]1)[CH3:2].Cl.[N:23]1([CH2:30][CH2:31][O:32][C:33]2[CH:41]=[CH:40][C:36]([C:37](O)=O)=[CH:35][CH:34]=2)[CH2:29][CH2:28][CH2:27][CH2:26][CH2:25][CH2:24]1.N1(CCOC2C=CC(CN(CC)C3C=CC=CC=3C3CCC4C(=CC=C(OC)C=4)C3)=CC=2)CCCCCC1>>[N:23]1([CH2:30][CH2:31][O:32][C:33]2[CH:41]=[CH:40][C:36]([CH2:37][CH2:2][CH2:1][NH:3][C:4]3[CH:9]=[CH:8][CH:7]=[CH:6][C:5]=3[CH:10]3[CH2:19][CH2:18][C:17]4[CH:16]=[C:15]([OH:20])[CH:14]=[CH:13][C:12]=4[CH2:11]3)=[CH:35][CH:34]=2)[CH2:29][CH2:28][CH2:27][CH2:26][CH2:25][CH2:24]1 |f:1.2|. The product is N1(CCCCCC1)CCOC1=CC=C(CCCNC2=C(C=CC=C2)C2CC=3C=CC(=CC3CC2)O)C=C1 (6-{2-{[4-(2-Azepan-1-ylethoxy)benzyl]ethylamino}phenyl}-5,6,7,8-tetrahydronaphthalen-2-ol). The reactants are C(C)NC1=C(C=CC=C1)C1CC2=CC=C(C=C2CC1)OC (ethyl[2-(6-methoxy-1,2,3,4-tetrahydronaphthalen-2-yl)phenyl]amine), Cl.N1(CCCCCC1)CCOC1=CC=C(C(=O)O)C=C1 (4-(2-azepan-1-ylethoxy)benzoic acid hydrochloride), N1(CCCCCC1)CCOC1=CC=C(CN(C2=C(C=CC=C2)C2CC3=CC=C(C=C3CC2)OC)CC)C=C1 ([4-(2-azepan-1-ylethoxy)benzyl]ethyl[2-(6-methoxy-1,2,3,4-tetrahydronaphthalen-2-yl)phenyl]amine). Starting materials: C1(CC1)CNC(=O)CCC=1C(=NOC1C1=CC=C(C=C1)C1=CC=C(C=C1)C1(CC1)C(=O)O)C (1-(4′-{4-[2-(cyclopropylmethyl-carbamoyl)-ethyl]-3-methyl-isoxazol-5-yl}-biphenyl-4-yl)-cyclopropanecarboxylic acid), IC (iodomethane). The product is C1(CC1)CN(C(=O)CCC=1C(=NOC1C1=CC=C(C=C1)C1=CC=C(C=C1)C1(CC1)C(=O)O)C)C (1-(4′-{4-[2-(Cyclopropylmethyl-methyl-carbamoyl)-ethyl]-3-methyl-isoxazol-5-yl}-biphenyl-4-yl)-cyclopropanecarboxylic acid). As a reaction SMILES: [CH:1]1([CH2:4][NH:5][C:6]([CH2:8][CH2:9][C:10]2[C:11]([CH3:33])=[N:12][O:13][C:14]=2[C:15]2[CH:20]=[CH:19][C:18]([C:21]3[CH:26]=[CH:25][C:24]([C:27]4([C:30]([OH:32])=[O:31])[CH2:29][CH2:28]4)=[CH:23][CH:22]=3)=[CH:17][CH:16]=2)=[O:7])[CH2:3][CH2:2]1.I[CH3:35]>>[CH:1]1([CH2:4][N:5]([CH3:35])[C:6]([CH2:8][CH2:9][C:10]2[C:11]([CH3:33])=[N:12][O:13][C:14]=2[C:15]2[CH:20]=[CH:19][C:18]([C:21]3[CH:22]=[CH:23][C:24]([C:27]4([C:30]([OH:32])=[O:31])[CH2:28][CH2:29]4)=[CH:25][CH:26]=3)=[CH:17][CH:16]=2)=[O:7])[CH2:3][CH2:2]1. Reported procedure: Prepared according to the procedure described in Example 34, Step 4, using 1-(4′-{4-[2-(cyclopropylmethyl-carbamoyl)-ethyl]-3-methyl-isoxazol-5-yl}-biphenyl-4-yl)-cyclopropanecarboxylic acid and iodomethane. Yield: 102.3%. Yields the product C1(=CC=CC=C1)CN1C(CN(CC1)CC1=CC=CC=C1)C(=O)OCC (Ethyl 1,4-bis(phenylmethyl)-2-piperazine carboxylate). As a reaction SMILES: Cl.Cl.[C:3]1([CH2:9][N:10]2[CH2:15][CH2:14][N:13]([CH2:16][C:17]3[CH:22]=[CH:21][CH:20]=[CH:19][CH:18]=3)[CH2:12][CH:11]2[C:23]([O:25][CH2:26][CH3:27])=[O:24])[CH:8]=[CH:7][CH:6]=[CH:5][CH:4]=1.C(=O)([O-])O.[Na+]>>[C:3]1([CH2:9][N:10]2[CH2:15][CH2:14][N:13]([CH2:16][C:17]3[CH:18]=[CH:19][CH:20]=[CH:21][CH:22]=3)[CH2:12][CH:11]2[C:23]([O:25][CH2:26][CH3:27])=[O:24])[CH:4]=[CH:5][CH:6]=[CH:7][CH:8]=1 |f:0.1.2,3.4|. Procedure: Ethyl 1,4-bis(phenylmethyl)-2-piperazine carboxylate dihydrochloride (21 g, 52 mmol) was neutralized with an aqueous sodium hydrogen carbonate solution, and then extracted with ethyl acetate. The extract was washed with water, dried over magnesium sulfate, and then concentrated under reduced pressure to obtain the title compound (18 g, quantitative). The obtained compound was used in the next process without further purification. Starting materials: Cl.Cl.C1(=CC=CC=C1)CN1C(CN(CC1)CC1=CC=CC=C1)C(=O)OCC (Ethyl 1,4-bis(phenylmethyl)-2-piperazine carboxylate dihydrochloride), C(O)([O-])=O.[Na+] (sodium hydrogen carbonate). Reactants: C1CCOC1, COC(=O)c1cc2c(Cl)nc(S(C)(=O)=O)nc2s1, CO, N#N. The product is COC(=O)c1cc2cnc(S(C)(=O)=O)nc2s1. RXN SMILES: [CH2:21]1[O:22][CH2:23][CH2:24][CH2:25]1.[CH3:1][O:2][C:3](=[O:4])[c:5]1[cH:6][c:7]2[c:8]([n:9][c:10]([S:14](=[O:15])(=[O:16])[CH3:17])[n:11][c:12]2[Cl:13])[s:18]1.[CH3:26][OH:27].[N:19]#[N:20]>>[CH3:1][O:2][C:3](=[O:4])[c:5]1[cH:6][c:7]2[c:8]([n:9][c:10]([S:14](=[O:15])(=[O:16])[CH3:17])[n:11][cH:12]2)[s:18]1. Reactants: ClC=1N=[N+](C2=C(N1)C=C1C(=C2)CCO1)[O-] (3-Chloro-7,8-dihydrofuro[2,3-g][1,2,4]benzotriazine 1-Oxide), N1(CCOCC1)CCCN (3-(4-morpholinyl)propylamine). Run in COCCOC (DME). Yields the product N1(CCOCC1)CCCNC=1N=[N+](C2=C(N1)C=C1C(=C2)CCO1)[O-] (N-[3-(4-Morpholinyl)propyl]-7,8-dihydrofuro[2,3-g][1,2,4]benzotriazin-3-amine 1-Oxide). The yield is 93.3%. As a reaction SMILES: Cl[C:2]1[N:3]=[N+:4]([O-:15])[C:5]2[CH:11]=[C:10]3[CH2:12][CH2:13][O:14][C:9]3=[CH:8][C:6]=2[N:7]=1.[N:16]1([CH2:22][CH2:23][CH2:24][NH2:25])[CH2:21][CH2:20][O:19][CH2:18][CH2:17]1>COCCOC>[N:16]1([CH2:22][CH2:23][CH2:24][NH:25][C:2]2[N:3]=[N+:4]([O-:15])[C:5]3[CH:11]=[C:10]4[CH2:12][CH2:13][O:14][C:9]4=[CH:8][C:6]=3[N:7]=2)[CH2:21][CH2:20][O:19][CH2:18][CH2:17]1. Procedure: A solution of chloride 206 (250 mg, 1.1 mmol) and 3-(4-morpholinyl)propylamine (0.65 mL, 4.5 mmol) in DME (25 mL) was stirred at reflux temperature for 2 h, the solvent evaporated and the residue purified by chromatography, eluting with a gradient (2-5%) of MeOH/DCM, to give 1-oxide 211 (340 mg, 92%) as a yellow solid: mp 152-154° C.; 1H NMR δ 8.10 (t, J=1.6 Hz, 1H, H-9), 6.79 (s, 1H, H-5), 6.09 (br s, 1H, NH), 4.42 (t, J=8.3 Hz, 2H, H-7), 3.75 (t, J=4.7 Hz, 4H, 2×CH2O), 3.55-3.60 (m, 2H, CH2), ... Starting materials: NC=1C(=CC2=C(N(C3=CC=CC=C23)CC2(CC2)NC(OC(C)(C)C)=O)N1)C(=O)N (tert-butyl (1-{[2-amino-3-(aminocarbonyl)-9H-pyrido[2,3-b]indol-9-yl]methyl}cyclopropyl)carbamate), C(C1=CC=CC=C1)OC[C@@H](CI)NC(OC(C)(C)C)=O ((S)-tert-butyl 1-(benzyloxy)-3-iodopropan-2-ylcarbamate), C(C)(C)(C)OC(N[C@H](CI)C)=O (tert-butyl[(1S)-2-iodo-1-methylethyl]carbamate), N([C@@H](COCC1=CC=CC=C1)CO)C(=O)OC(C)(C)C (N-Boc-L-Ser(Bzl)-ol), C(C)(C)(C)OC(NC1(CC1)CI)=O (tert-butyl[1-(iodomethyl)cyclopropyl]carbamate), NH4OAc. Product: NC=1C(=CC2=C(N(C3=CC=CC=C23)C[C@H](COCC2=CC=CC=C2)NC(OC(C)(C)C)=O)N1)C(N)=O ((R)-tert-butyl 1-(2-amino-3-carbamoyl-9H-pyrido[2,3-b]indol-9-yl)-3-(benzyloxy)propan-2-ylcarbamate). Reaction SMILES: [NH2:1][C:2]1[C:3]([C:27]([NH2:29])=[O:28])=[CH:4][C:5]2[C:13]3[C:8](=[CH:9][CH:10]=[CH:11][CH:12]=3)[N:7]([CH2:14][C:15]3([NH:18][C:19](=[O:25])[O:20][C:21]([CH3:24])([CH3:23])[CH3:22])[CH2:17]C3)[C:6]=2[N:26]=1.[CH2:30]([O:37]C[C@H](NC(=O)OC(C)(C)C)CI)[C:31]1[CH:36]=[CH:35][CH:34]=[CH:33][CH:32]=1.C(OC(=O)N[C@@H](C)CI)(C)(C)C.N(C(OC(C)(C)C)=O)[C@H](CO)COCC1C=CC=CC=1.C(OC(=O)NC1(CI)CC1)(C)(C)C>>[NH2:1][C:2]1[C:3]([C:27](=[O:28])[NH2:29])=[CH:4][C:5]2[C:13]3[C:8](=[CH:9][CH:10]=[CH:11][CH:12]=3)[N:7]([CH2:14][C@@H:15]([NH:18][C:19](=[O:25])[O:20][C:21]([CH3:22])([CH3:23])[CH3:24])[CH2:17][O:37][CH2:30][C:31]3[CH:36]=[CH:35][CH:34]=[CH:33][CH:32]=3)[C:6]=2[N:26]=1. Reported procedure: (R)-tert-butyl 1-(2-amino-3-carbamoyl-9H-pyrido[2,3-b]indol-9-yl)-3-(benzyloxy)propan-2-ylcarbamate (xvi-d) was prepared following the procedure detailed in the preparation of 63, substituting (S)-tert-butyl 1-(benzyloxy)-3-iodopropan-2-ylcarbamate (prepared as detailed in the synthesis of xxvii from commercial N-Boc-L-Ser(Bzl)-ol) for tert-butyl[1-(iodomethyl)cyclopropyl]carbamate. NH4OAc QC conditions. M+H=490. Starting materials: CCOC(=O)C(Cc1ccc(OCC=C(C)c2ccc(-c3cc(C(C)(C)C)cc(C(C)(C)C)c3)cc2)cc1)OCC, [Na+], [OH-]. Product: CCOC(Cc1ccc(OCC=C(C)c2ccc(-c3cc(C(C)(C)C)cc(C(C)(C)C)c3)cc2)cc1)C(=O)O. As a reaction SMILES: [C:1]([CH3:2])([CH3:3])([CH3:4])[c:5]1[cH:6][c:7](-[c:15]2[cH:16][cH:17][c:18]([C:21](=[CH:22][CH2:23][O:24][c:25]3[cH:26][cH:27][c:28]([CH2:31][CH:32]([C:33](=[O:34])[O:35][CH2:36][CH3:37])[O:38][CH2:39][CH3:40])[cH:29][cH:30]3)[CH3:41])[cH:19][cH:20]2)[cH:8][c:9]([C:11]([CH3:12])([CH3:13])[CH3:14])[cH:10]1.[Na+:43].[OH-:42]>>[C:1]([CH3:2])([CH3:3])([CH3:4])[c:5]1[cH:6][c:7](-[c:15]2[cH:16][cH:17][c:18]([C:21](=[CH:22][CH2:23][O:24][c:25]3[cH:26][cH:27][c:28]([CH2:31][CH:32]([C:33](=[O:34])[OH:35])[O:38][CH2:39][CH3:40])[cH:29][cH:30]3)[CH3:41])[cH:19][cH:20]2)[cH:8][c:9]([C:11]([CH3:12])([CH3:13])[CH3:14])[cH:10]1.